From a dataset of the Open Reaction Database (ORD), a public repository of structured organic reaction records. describe an organic reaction: reactants, conditions, products, and yield The reactants are Cl (HCl), ClC1=CC=C(C=C1)C1=C(C=CC=C1)[C@@H](C1CCN(CC1)C1=CC=C(C(=O)OCC)C=C1)N[S@@](=O)C(C)(C)C (ethyl 4-(4-((R)-(4′-chlorobiphenyl-2-yl)((S)-1,1-dimethylethylsulfinamido)methyl)piperidin-1-yl)benzoate), ClC1=CC=C(C=C1)C1=C(C=CC=C1)[C@@H](C1CCN(CC1)C1=CC=C(C(=O)OCC)C=C1)N[S@@](=O)C(C)(C)C (ethyl 4-(4-((R)-(4′-chlorobiphenyl-2-yl)((S)-1,1-dimethylethylsulfinamido)methyl)piperidin-1-yl)benzoate). Solvent: CO (MeOH). Run at time 3 hour. Yields the product Cl.N[C@H](C1CCN(CC1)C1=CC=C(C(=O)OCC)C=C1)C1=C(C=CC=C1)C1=CC=C(C=C1)Cl ((R)-ethyl 4-(4-(amino(4′-chlorobiphenyl-2-yl)methyl)piperidin-1-yl)benzoate hydrochloride salt). Isolated yield 215.0%. As a reaction SMILES: Cl.[Cl:2][C:3]1[CH:8]=[CH:7][C:6]([C:9]2[CH:14]=[CH:13][CH:12]=[CH:11][C:10]=2[C@H:15]([NH:33][S@](C(C)(C)C)=O)[CH:16]2[CH2:21][CH2:20][N:19]([C:22]3[CH:32]=[CH:31][C:25]([C:26]([O:28][CH2:29][CH3:30])=[O:27])=[CH:24][CH:23]=3)[CH2:18][CH2:17]2)=[CH:5][CH:4]=1>CO>[ClH:2].[NH2:33][C@@H:15]([C:10]1[CH:11]=[CH:12][CH:13]=[CH:14][C:9]=1[C:6]1[CH:7]=[CH:8][C:3]([Cl:2])=[CH:4][CH:5]=1)[CH:16]1[CH2:21][CH2:20][N:19]([C:22]2[CH:32]=[CH:31][C:25]([C:26]([O:28][CH2:29][CH3:30])=[O:27])=[CH:24][CH:23]=2)[CH2:18][CH2:17]1 |f:3.4|. Reported procedure: HCl (1.16 ml, 4.63 mmol, 4.0M in dioxane) was added to a solution of ethyl 4-(4-((R)-(4′-chlorobiphenyl-2-yl)((S)-1,1-dimethylethylsulfinamido)methyl)piperidin-1-yl)benzoate (INTERMEDIATE 128, 0.128 g, 0.23 mmol) in MeOH (3.5 ml) and the reaction mixture was stirred at r.t. for 3 hours. The reaction mixture was concentrated under reduced pressure and dried under vacuum to provide (R)-ethyl 4-(4-(amino(4′-chlorobiphenyl-2-yl)methyl)piperidin-1-yl)benzoate hydrochloride salt (INTERMEDIATE 133, STE... The reactants are CCOC(=O)C(C1=CC=CC=C1)N (ethyl DL-phenylglycinate), C(C(O)C(O)C(=O)O)(=O)O ((+)-tartaric acid). Solvent: CO.CC(=O)C (methanol acetone). The product is CCOC(=O)[C@@H](C1=CC=CC=C1)N (ethyl D-phenylglycinate). RXN SMILES: [CH3:1][CH2:2][O:3][C:4]([CH:6]([NH2:13])[C:7]1[CH:12]=[CH:11][CH:10]=[CH:9][CH:8]=1)=[O:5].C(O)(=O)C(C(C(O)=O)O)O>CO.CC(C)=O>[CH3:1][CH2:2][O:3][C:4]([C@H:6]([NH2:13])[C:7]1[CH:12]=[CH:11][CH:10]=[CH:9][CH:8]=1)=[O:5] |f:2.3|. Reported procedure: A solution of ethyl DL-phenylglycinate (5.051 g., contains 0.05 mole methylene chloride i.e. 27.5 mmole) and (+)-tartaric acid (4.264 g., 28.4 mmole, 1.03 equiv.) in methanol: acetone (1:1, 50 ml.) was stirred at 20° to 25°; crystallisation began immediately. After 231/2 hours the mixture was filtered and the product washed with solvent (2 × 12 ml.) and dried at 24°/2 mm. for 31/2 hours giving ethyl D-phenylglycinate (+)-hemitartrate solvated with 1.0 mole methanol (7.265g., 73%), [α]D24 - 47.4°... Yields the product Cc1ccc(C(C)C)c(C)c1COC(=O)C1C(C=C(Cl)C(F)(F)F)C1(C)C. Reaction SMILES: [CH3:1][c:2]1[c:3]([CH2:12][OH:13])[c:4]([CH3:11])[cH:5][cH:6][c:7]1[CH:8]([CH3:9])[CH3:10].[CH3:36][c:37]1[cH:38][cH:39][cH:40][cH:41][cH:42]1.[Cl-:14].[Cl:15][C:16](=[CH:17][CH:18]1[C:19]([CH3:24])([CH3:25])[CH:20]1[C:21](=[O:22])[OH:23])[C:26]([F:27])([F:28])[F:29].[cH:30]1[cH:31][cH:32][n:33][cH:34][cH:35]1>>[CH3:1][c:2]1[c:3]([CH2:12][O:13][C:21]([CH:20]2[CH:18]([CH:17]=[C:16]([Cl:15])[C:26]([F:27])([F:28])[F:29])[C:19]2([CH3:24])[CH3:25])=[O:22])[c:4]([CH3:11])[cH:5][cH:6][c:7]1[CH:8]([CH3:9])[CH3:10]. The reactants are Cc1ccc(C(C)C)c(C)c1CO, Cc1ccccc1, [Cl-], CC1(C)C(C=C(Cl)C(F)(F)F)C1C(=O)O, c1ccncc1. Starting materials: Br (hydrobromic acid), C(CCCCCCC)C1C(NC(NC1=O)=O)=O (5-octylbarbituric acid), brornine. The solvent is O (water). Reaction conditions: temperature 2.5 celsius, time 2 hour. Yields the product BrC1(C(NC(NC1=O)=O)=O)CCCCCCCC (5-bromo-5-octylbarbituric acid). RXN SMILES: [CH2:1]([CH:9]1[C:14](=[O:15])[NH:13][C:12](=[O:16])[NH:11][C:10]1=[O:17])[CH2:2][CH2:3][CH2:4][CH2:5][CH2:6][CH2:7][CH3:8].[BrH:18]>O>[Br:18][C:9]1([CH2:1][CH2:2][CH2:3][CH2:4][CH2:5][CH2:6][CH2:7][CH3:8])[C:14](=[O:15])[NH:13][C:12](=[O:16])[NH:11][C:10]1=[O:17]. Procedure: To a suspension of 5-octylbarbituric acid (20 g) in 120 ml of water, cooled at 0-5° C., are added 12 ml of 48% hydrobromic acid and successively are dropped 4.72 ml of brornine. After 2 hours under stirring, the white solid which separated is recovered by filtration, washed with water and partitioned between 200 ml of diethyl ether and 100 ml of water. Starting materials: [N+](=O)([O-])C1=CC(=CC=2[N+](=C(SC21)C(=O)OCC)[O-])C(F)(F)F (ethyl 7-nitro-5-(trifluoromethyl)-1,3-benzothiazole-2-carboxylate-3-oxide), compound 4e, ClC1=CC=C(C=C1)CCN (2-(4-chlorophenyl)ethanamine). The solvent is CO (methanol). Reaction conditions: temperature 25 celsius. Yields the product ClC1=CC=C(C=C1)CCNC(=O)C=1SC2=C([N+]1[O-])C=C(C=C2[N+](=O)[O-])C(F)(F)F (N-[2-(4-chlorophenyl)ethyl]-7-nitro-5-(trifluoro-methyl)-1,3-benzothiazole-2-carboxamide-3-oxide). Isolated yield 60.5%. RXN SMILES: [N+:1]([C:4]1[C:12]2[S:11][C:10]([C:13]([O:15]CC)=O)=[N+:9]([O-:18])[C:8]=2[CH:7]=[C:6]([C:19]([F:22])([F:21])[F:20])[CH:5]=1)([O-:3])=[O:2].[Cl:23][C:24]1[CH:29]=[CH:28][C:27]([CH2:30][CH2:31][NH2:32])=[CH:26][CH:25]=1>CO>[Cl:23][C:24]1[CH:29]=[CH:28][C:27]([CH2:30][CH2:31][NH:32][C:13]([C:10]2[S:11][C:12]3[C:4]([N+:1]([O-:3])=[O:2])=[CH:5][C:6]([C:19]([F:21])([F:22])[F:20])=[CH:7][C:8]=3[N+:9]=2[O-:18])=[O:15])=[CH:26][CH:25]=1. Reported procedure: A suspension of 0.3 g (0.89 mmol) of ethyl 7-nitro-5-(trifluoromethyl)-1,3-benzothiazole-2-carboxylate-3-oxide (the synthesis of which is described in Wagner et al., Chem. Ber., 1973, 106, 640-654 compound 4e and Bayer patent DE 2013434, example 7), in 9 ml of methanol is heated with stirring until solubilization, and then cooled to 25° C. 0.157 g (1.01 mmol) of 2-(4-chlorophenyl)ethanamine is added slowly to the solution obtained. The homogeneous reaction mixture is stirred at AT overnight. It ... The reactants are CCOC(=O)C(Br)CCBr, O=C([O-])[O-], O=[N+]([O-])c1cc(O)c(Cl)cc1F, Cl, [K+], [K+], CN(C)C=O. The product is CCOC(=O)C(CCBr)Oc1cc([N+](=O)[O-])c(F)cc1Cl. As a reaction SMILES: [Br:13][CH:14]([C:15](=[O:16])[O:17][CH2:18][CH3:19])[CH2:20][CH2:21][Br:22].[C:23](=[O:24])([O-:25])[O-:26].[Cl:1][c:2]1[c:3]([OH:12])[cH:4][c:5]([N+:9](=[O:10])[O-:11])[c:6]([F:8])[cH:7]1.[ClH:29].[K+:27].[K+:28].[O:30]=[CH:31][N:32]([CH3:33])[CH3:34]>>[Cl:1][c:2]1[c:3]([O:12][CH:14]([C:15](=[O:16])[O:17][CH2:18][CH3:19])[CH2:20][CH2:21][Br:22])[cH:4][c:5]([N+:9](=[O:10])[O-:11])[c:6]([F:8])[cH:7]1. Starting materials: [OH-].[Na+] (sodium hydroxide), CC1=C(C=CC(=C1)C)C1=C(C(=O)NC)C(=CC=C1)[N+](=O)[O-] (2-(2,4-dimethylphenyl)-N-methyl-6-nitrobenzamide). The reagents and catalysts are [Zn] (Zinc). The solvent is O (water), CO (methanol). Product: CC1=C(C=CC(=C1)C)C1=C2C(N(NC2=CC=C1)C)=O (4-(2,4-Dimethylphenyl)-2-methyl-1,2-dihydro-3H-indazol-3-one). The yield is 12.0%. RXN SMILES: [OH-].[Na+].[CH3:3][C:4]1[CH:9]=[C:8]([CH3:10])[CH:7]=[CH:6][C:5]=1[C:11]1[CH:20]=[CH:19][CH:18]=[C:17]([N+:21]([O-])=O)[C:12]=1[C:13]([NH:15][CH3:16])=[O:14]>O.CO.[Zn]>[CH3:3][C:4]1[CH:9]=[C:8]([CH3:10])[CH:7]=[CH:6][C:5]=1[C:11]1[CH:20]=[CH:19][CH:18]=[C:17]2[C:12]=1[C:13](=[O:14])[N:15]([CH3:16])[NH:21]2 |f:0.1|. Procedure: A solution of sodium hydroxide (0.035 g, 0.88 mmol) in water (2 ml) was added to a solution containing 0.095 g (0.33 mmol) of 2-(2,4-dimethylphenyl)-N-methyl-6-nitrobenzamide in methanol (1.5 ml). Zinc powder (0.03 g, 0.44 mmol) was then added to the mixture, which was heated under reflux for 24 h. After cooling, the zinc residue was separated by filtration and the methanol was partially evaporated. The residual solution was then adjusted to pH 7 with aqueous hydrochloric acid. The mixture was d...